This data is from the Open Reaction Database (ORD), a public repository of structured organic reaction records. The task is: describe an organic reaction: reactants, conditions, products, and yield Reactants: O (water), C([O-])([O-])=O.[K+].[K+] (potassium carbonate), ON1C(C=2C(C1=O)=CC=CC2)=O (N-hydroxyphthalimide), ClCC=1SC=CC1 (2-Chloromethylthiophene). The solvent is CS(=O)C (dimethyl sulphoxide). Run at time 16 hour. Yields the product C(C1=CC=CS1)ON1C(C=2C(C1=O)=CC=CC2)=O (N-(then-2-yloxy)phthalimide). Isolated yield 86.0%. RXN SMILES: C(=O)([O-])[O-].[K+].[K+].[OH:7][N:8]1[C:12](=[O:13])[C:11]2=[CH:14][CH:15]=[CH:16][CH:17]=[C:10]2[C:9]1=[O:18].Cl[CH2:20][C:21]1[S:22][CH:23]=[CH:24][CH:25]=1.O>CS(C)=O>[CH2:20]([O:7][N:8]1[C:9](=[O:18])[C:10]2=[CH:17][CH:16]=[CH:15][CH:14]=[C:11]2[C:12]1=[O:13])[C:21]1[S:22][CH:23]=[CH:24][CH:25]=1 |f:0.1.2|. Procedure details: Anhydrous potassium carbonate (11.04 g.) was added to a stirred suspension of N-hydroxyphthalimide (17.12 g.) in dry dimethyl sulphoxide (200 ml.). A brown colour developed, 2-Chloromethylthiophene (28.5 g.) was added dropwise and the mixture was stirred for 16 hr., during which time the colour disappeared. The suspension was poured into water (800 ml.) and cooled to 5°. The white precipitate was filtered off, and recrystallised from ethanol to give colourless needles of N-(then-2-yloxy)phthalim... Starting materials: CCC1(C)CC(=O)C(C)C(C)(CC)N1OC(C)c1ccccc1, CO, [K+], NO, [OH-]. Yields the product CCC1(C)CC(=NO)C(C)C(C)(CC)N1OC(C)c1ccccc1. As a reaction SMILES: [CH2:1]([CH3:2])[C:3]1([CH3:23])[N:4]([O:14][CH:15]([CH3:16])[c:17]2[cH:18][cH:19][cH:20][cH:21][cH:22]2)[C:5]([CH3:11])([CH2:12][CH3:13])[CH2:6][C:7](=[O:10])[CH:8]1[CH3:9].[CH3:26][OH:27].[K+:29].[NH2:24][OH:25].[OH-:28]>>[CH2:1]([CH3:2])[C:3]1([CH3:23])[N:4]([O:14][CH:15]([CH3:16])[c:17]2[cH:18][cH:19][cH:20][cH:21][cH:22]2)[C:5]([CH3:11])([CH2:12][CH3:13])[CH2:6][C:7](=[N:24][OH:25])[CH:8]1[CH3:9]. The reactants are CCCCCCCCBr, N#CCc1ccc(Cl)cc1Cl, C1CCOC1, O. The product is CCCCCCCCC(C#N)c1ccc(Cl)cc1Cl. As a reaction SMILES: [CH2:17]([CH2:18][CH2:19][CH2:20][CH2:21][CH2:22][CH2:23][CH3:24])[Br:25].[Cl:1][c:2]1[c:3]([CH2:4][C:5]#[N:6])[cH:7][cH:8][c:9]([Cl:11])[cH:10]1.[O:12]1[CH2:13][CH2:14][CH2:15][CH2:16]1.[OH2:26]>>[Cl:1][c:2]1[c:3]([CH:4]([C:5]#[N:6])[CH2:17][CH2:18][CH2:19][CH2:20][CH2:21][CH2:22][CH2:23][CH3:24])[cH:7][cH:8][c:9]([Cl:11])[cH:10]1. Starting materials: O=S(=O)(Cl)c1ccccc1Cl, ClCCl, N#Cc1ccc(CCOc2cccc(N)c2)cc1, c1ccncc1. Product: N#Cc1ccc(CCOc2cccc(NS(=O)(=O)c3ccccc3Cl)c2)cc1. As a reaction SMILES: [Cl:25][c:26]1[c:27]([S:32](=[O:33])(=[O:34])[Cl:35])[cH:28][cH:29][cH:30][cH:31]1.[Cl:36][CH2:37][Cl:38].[NH2:7][c:8]1[cH:9][c:10]([O:14][CH2:15][CH2:16][c:17]2[cH:18][cH:19][c:20]([C:23]#[N:24])[cH:21][cH:22]2)[cH:11][cH:12][cH:13]1.[cH:1]1[cH:2][cH:3][n:4][cH:5][cH:6]1>>[NH:7]([c:8]1[cH:9][c:10]([O:14][CH2:15][CH2:16][c:17]2[cH:18][cH:19][c:20]([C:23]#[N:24])[cH:21][cH:22]2)[cH:11][cH:12][cH:13]1)[S:32]([c:27]1[c:26]([Cl:25])[cH:31][cH:30][cH:29][cH:28]1)(=[O:33])=[O:34].